describe an organic reaction: reactants, conditions, products, and yield From a dataset of the Open Reaction Database (ORD), a public repository of structured organic reaction records. Reactants: COC1=NC=2CCCCC2C=C1NC(OC1=CC=CC=C1)=O (Phenyl N-(2-methoxy-5,6,7,8-tetrahydroquinolin-3-yl)carbamate), CC=1C=C(C=C(C1)C)N1CCNCC1 (1-(3,5-dimethylphenyl)piperazine). Yields the product COC1=NC=2CCCCC2C=C1NC(=O)N1CCN(CC1)C1=CC(=CC(=C1)C)C (1-[(2-Methoxy-5,6,7,8-tetrahydroquinolin-3-yl)aminocarbonyl]-4-(3,5-dimethyphenyl)piperazine). Yield: 51.0%. As a reaction SMILES: [CH3:1][O:2][C:3]1[C:12]([NH:13][C:14](=[O:22])OC2C=CC=CC=2)=[CH:11][C:10]2[CH2:9][CH2:8][CH2:7][CH2:6][C:5]=2[N:4]=1.[CH3:23][C:24]1[CH:25]=[C:26]([N:31]2[CH2:36][CH2:35][NH:34][CH2:33][CH2:32]2)[CH:27]=[C:28]([CH3:30])[CH:29]=1>>[CH3:1][O:2][C:3]1[C:12]([NH:13][C:14]([N:34]2[CH2:35][CH2:36][N:31]([C:26]3[CH:27]=[C:28]([CH3:30])[CH:29]=[C:24]([CH3:23])[CH:25]=3)[CH2:32][CH2:33]2)=[O:22])=[CH:11][C:10]2[CH2:9][CH2:8][CH2:7][CH2:6][C:5]=2[N:4]=1. Reported procedure: Phenyl N-(2-methoxy-5,6,7,8-tetrahydroquinolin-3-yl)carbamate and 1-(3,5-dimethylphenyl)piperazine were reacted by the same way with the example 1 to obtain the titled compound. Starting materials: C(=O)(OCC1=CC=CC=C1)N1[C@@H](C(=O)O)CCC1 (N-carbobenzoxy-D-proline), N[C@@H](C(C)C)CO (L-valinol), ClC(=O)OCC(C)C (isobutyl chloroformate), CN1CCOCC1 (N-methylmorpholine). Run in C1CCOC1 (THF). Yields the product C(=O)(OCC1=CC=CC=C1)N1[C@@H](C(=O)N[C@@H](C(C)C)CO)CCC1 (N-carbobenzoxy-D-prolyl-L-valinol). Isolated yield 71.0%. RXN SMILES: [C:1]([N:11]1[CH2:18][CH2:17][CH2:16][C@@H:12]1[C:13]([OH:15])=O)([O:3][CH2:4][C:5]1[CH:10]=[CH:9][CH:8]=[CH:7][CH:6]=1)=[O:2].ClC(OCC(C)C)=O.CN1CCOCC1.[NH2:34][C@H:35]([CH2:39][OH:40])[CH:36]([CH3:38])[CH3:37]>C1COCC1>[C:1]([N:11]1[CH2:18][CH2:17][CH2:16][C@@H:12]1[C:13]([NH:34][C@H:35]([CH2:39][OH:40])[CH:36]([CH3:38])[CH3:37])=[O:15])([O:3][CH2:4][C:5]1[CH:6]=[CH:7][CH:8]=[CH:9][CH:10]=1)=[O:2]. Procedure details: 2.49 g (10 mmol) N-carbobenzoxy-D-proline, 1.37 g (10 mmol) isobutyl chloroformate, 1.01 g (10 mmol) N-methylmorpholine, and 1.03 g (10 mmol) L-valinol were contacted and reacted in THF substantially according to the procedure described in Example 1. Crude product (2.82 g) was recrystallized from a mixture of 20 mL ethyl acetate and 15 mL n-hexane, to give 2.37 g (7.1 mmol, 71%) of colorless crystalline N-carbobenzoxy-D-prolyl-L-valinol; m.p. 117.5°-118.6°, α25D=+26.7° (C=1.02 g/100 mL in aceton... The reactants are C1CCOC1, CO, COC(=O)c1ccc2c(C3CCCCC3)c(-c3ccc(OC)nc3)n(CC(=O)N(C)C)c2c1, Cl. Product: COc1ccc(-c2c(C3CCCCC3)c3ccc(C(=O)O)cc3n2CC(=O)N(C)C)cn1. As a reaction SMILES: [CH2:37]1[O:38][CH2:39][CH2:40][CH2:41]1.[CH3:34][OH:35].[CH:1]1([c:7]2[c:8](-[c:26]3[cH:27][n:28][c:29]([O:32][CH3:33])[cH:30][cH:31]3)[n:9]([CH2:20][C:21](=[O:22])[N:23]([CH3:24])[CH3:25])[c:10]3[cH:11][c:12]([C:16](=[O:17])[O:18][CH3:19])[cH:13][cH:14][c:15]23)[CH2:2][CH2:3][CH2:4][CH2:5][CH2:6]1.[ClH:36]>>[CH:1]1([c:7]2[c:8](-[c:26]3[cH:27][n:28][c:29]([O:32][CH3:33])[cH:30][cH:31]3)[n:9]([CH2:20][C:21](=[O:22])[N:23]([CH3:24])[CH3:25])[c:10]3[cH:11][c:12]([C:16](=[O:17])[OH:18])[cH:13][cH:14][c:15]23)[CH2:2][CH2:3][CH2:4][CH2:5][CH2:6]1.